Dataset: the Open Reaction Database (ORD), a public repository of structured organic reaction records. Task: describe an organic reaction: reactants, conditions, products, and yield Starting materials: CC1=C2C(N(CC3=CC=C(C4=CC=CC=C4C([H])=O)C=C3)C(CCC)=N2)=CC(C5=NC(C=CC=C6)=C6N5C)=C1, FC(C(O)=O)C(SCC)=O. Reagents/catalysts: CN(C)c1ccncc1, 4Å Molecular Sieve, C1CNCC1. Run in C1COCC1. Conditions: temperature 25 celsius, time 24 hour. The product is CC1=C2C(N(CC3=CC=C(C4=CC=CC=C4/C=C(F)/C(SCC)=O)C=C3)C(CCC)=N2)=CC(C5=NC(C=CC=C6)=C6N5C)=C1. Isolated yield 100.0%. Reactants: CCOc1ccc(CC(=O)O)cc1, CCOC(=O)N1c2ccccc2C=CC1OCC, CN1CCC(Nc2ccc([N+](=O)[O-])cc2N)CC1, ClCCl. The product is CCOc1ccc(CC(=O)Nc2cc([N+](=O)[O-])ccc2NC2CCN(C)CC2)cc1. Reaction SMILES: [CH2:19]([CH3:20])[O:21][c:22]1[cH:23][cH:24][c:25]([CH2:28][C:29](=[O:30])[OH:31])[cH:26][cH:27]1.[CH2:32]([O:33][CH:34]1[CH:35]=[CH:36][c:37]2[c:38]([cH:39][cH:40][cH:41][cH:42]2)[N:43]1[C:44]([O:45][CH2:46][CH3:47])=[O:48])[CH3:49].[CH3:1][N:2]1[CH2:3][CH2:4][CH:5]([NH:8][c:9]2[c:10]([NH2:18])[cH:11][c:12]([N+:15](=[O:16])[O-:17])[cH:13][cH:14]2)[CH2:6][CH2:7]1.[Cl:50][CH2:51][Cl:52]>>[CH3:1][N:2]1[CH2:3][CH2:4][CH:5]([NH:8][c:9]2[c:10]([NH:18][C:29]([CH2:28][c:25]3[cH:24][cH:23][c:22]([O:21][CH2:19][CH3:20])[cH:27][cH:26]3)=[O:30])[cH:11][c:12]([N+:15](=[O:16])[O-:17])[cH:13][cH:14]2)[CH2:6][CH2:7]1.